Dataset: the Open Reaction Database (ORD), a public repository of structured organic reaction records. Task: describe an organic reaction: reactants, conditions, products, and yield The reactants are N1(CCCC1)C(=O)CN1C(C(C(N(C2=C1C=CC=C2)CC(=O)N2CCCC2)=O)NC(=O)NC2=CC(=CC=C2)COC(NCCCC(=O)OC)=O)=O (1,5-Bis-(pyrrolidinecarbonylmethyl)-3-(N'-(3-(3- (carbomethoxy) propylcarbamoyloxymethyl)phenyl)ureido)-1H-1,5-benzodiazepine-2,4(3H,5H) -dione), O.[OH-].[Li+] (lithium hydroxide monohydrate). The solvent is CO (methanol), O (water), O (water). Run at time 7 hour. The product is N1(CCCC1)C(=O)CN1C(C(C(N(C2=C1C=CC=C2)CC(=O)N2CCCC2)=O)NC(=O)NC2=CC(=CC=C2)COC(NCCCC(=O)O)=O)=O (1,5-Bis-(pyrrolidinecarbonylmethyl)-3-(N'-(3-(3-(carboxy)propylcarbamoyloxymethyl)phenyl)ureido)-1H-1,5-benzodiazepine-2,4(3H,5H)-dione). Isolated yield 94.1%. Reaction SMILES: [N:1]1([C:6]([CH2:8][N:9]2[C:15]3[CH:16]=[CH:17][CH:18]=[CH:19][C:14]=3[N:13]([CH2:20][C:21]([N:23]3[CH2:27][CH2:26][CH2:25][CH2:24]3)=[O:22])[C:12](=[O:28])[CH:11]([NH:29][C:30]([NH:32][C:33]3[CH:38]=[CH:37][CH:36]=[C:35]([CH2:39][O:40][C:41](=[O:50])[NH:42][CH2:43][CH2:44][CH2:45][C:46]([O:48]C)=[O:47])[CH:34]=3)=[O:31])[C:10]2=[O:51])=[O:7])[CH2:5][CH2:4][CH2:3][CH2:2]1.O.[OH-].[Li+]>CO.O>[N:23]1([C:21]([CH2:20][N:13]2[C:14]3[CH:19]=[CH:18][CH:17]=[CH:16][C:15]=3[N:9]([CH2:8][C:6]([N:1]3[CH2:5][CH2:4][CH2:3][CH2:2]3)=[O:7])[C:10](=[O:51])[CH:11]([NH:29][C:30]([NH:32][C:33]3[CH:38]=[CH:37][CH:36]=[C:35]([CH2:39][O:40][C:41](=[O:50])[NH:42][CH2:43][CH2:44][CH2:45][C:46]([OH:48])=[O:47])[CH:34]=3)=[O:31])[C:12]2=[O:28])=[O:22])[CH2:24][CH2:25][CH2:26][CH2:27]1 |f:1.2.3|. Procedure details: To a solution of Compound 9a (243 mg, 0.344 mmol) in methanol (3.5 ml) is added a solution of lithium hydroxide monohydrate (35 mg, 0.834 mmol) in water (0.6 ml) and the mixture is stirred at room temperature for 7 hr. After the addition of water, the mixture is washed with chloroform. After acidifying with 10% HCl, the mixture is extracted with chloroform containing 10% methanol. The extract is washed with water, dried over sodium sulfate, and distilled under reduced pressure to remove the solv... Starting materials: O=C(O)C1CC=CCC1, [H][H]. Yields the product O=C(O)C1CCCCC1. As a reaction SMILES: [CH:1]1([C:7](=[O:8])[OH:9])[CH2:2][CH:3]=[CH:4][CH2:5][CH2:6]1.[H:10][H:11]>>[CH:1]1([C:7](=[O:8])[OH:9])[CH2:2][CH2:3][CH2:4][CH2:5][CH2:6]1. The reactants are O=C([O-])[O-], CC#CCOc1cc(S(C)(=O)=O)ncn1, CN(C)C=O, [Cl-], OCc1cccc(F)c1F, [K+], [K+], [NH4+]. Yields the product CC#CCOc1cc(OCc2cccc(F)c2F)ncn1. Reaction SMILES: [C:16](=[O:17])([O-:18])[O-:19].[CH2:1]([C:2]#[C:3][CH3:4])[O:5][c:6]1[n:7][cH:8][n:9][c:10]([S:12]([CH3:13])(=[O:14])=[O:15])[cH:11]1.[CH3:34][N:35]([CH3:36])[CH:37]=[O:38].[Cl-:32].[F:22][c:23]1[c:24]([CH2:25][OH:26])[cH:27][cH:28][cH:29][c:30]1[F:31].[K+:20].[K+:21].[NH4+:33]>>[CH2:1]([C:2]#[C:3][CH3:4])[O:5][c:6]1[n:7][cH:8][n:9][c:10]([O:26][CH2:25][c:24]2[c:23]([F:22])[c:30]([F:31])[cH:29][cH:28][cH:27]2)[cH:11]1. Reactants: C, CCO, O=Cc1ccccc1, CC(N)CO, [Pd]. Product: CC(CO)NCc1ccccc1. Reaction SMILES: [C:17].[CH3:14][CH2:15][OH:16].[CH:6](=[O:7])[c:8]1[cH:9][cH:10][cH:11][cH:12][cH:13]1.[NH2:1][CH:2]([CH2:3][OH:4])[CH3:5].[Pd:18]>>[NH:1]([CH:2]([CH2:3][OH:4])[CH3:5])[CH2:6][c:8]1[cH:9][cH:10][cH:11][cH:12][cH:13]1.